Dataset: the Open Reaction Database (ORD), a public repository of structured organic reaction records. Task: describe an organic reaction: reactants, conditions, products, and yield Reactants: CO, Cl, CC(=O)N1CCc2ccc(-c3noc(-c4nnn(-c5ccccc5F)c4-c4ccncc4)n3)cc21. Product: Fc1ccccc1-n1nnc(-c2nc(-c3ccc4c(c3)NCC4)no2)c1-c1ccncc1. As a reaction SMILES: [CH3:37][OH:38].[ClH:36].[F:1][c:2]1[c:3](-[n:8]2[n:9][n:10][c:11](-[c:19]3[n:20][c:21](-[c:24]4[cH:25][cH:26][c:27]5[c:31]([cH:32]4)[N:30]([C:33](=[O:34])[CH3:35])[CH2:29][CH2:28]5)[n:22][o:23]3)[c:12]2-[c:13]2[cH:14][cH:15][n:16][cH:17][cH:18]2)[cH:4][cH:5][cH:6][cH:7]1>>[F:1][c:2]1[c:3](-[n:8]2[n:9][n:10][c:11](-[c:19]3[n:20][c:21](-[c:24]4[cH:25][cH:26][c:27]5[c:31]([cH:32]4)[NH:30][CH2:29][CH2:28]5)[n:22][o:23]3)[c:12]2-[c:13]2[cH:14][cH:15][n:16][cH:17][cH:18]2)[cH:4][cH:5][cH:6][cH:7]1. Starting materials: CC(C)([O-])C.[K+] (potassium tert-butoxide), CC(C)(C)O (2-methyl-2-propanol), N1C(=NC2=C1C=CC=C2)C(=O)C2=CC=C(C=C2)OC2=NC=CN=C2C=2C(=NC=CC2)F ((1H-benzo[d]imidazol-2-yl)(4-(3-(2-fluoropyridin-3-yl)pyrazin-2-yloxy)phenyl)methanone), COC1=CC=C(CO)C=C1 (4-methoxybenzyl alcohol). Solvent: C1(=CC=CC=C1)C (toluene), C(Cl)Cl (DCM). Run at temperature 80 celsius. Product: N1C(=NC2=C1C=CC=C2)C(=O)C2=CC=C(C=C2)OC2=NC=CN=C2C=2C(=NC=CC2)OCC2=CC=C(C=C2)OC ((1H-benzo[d]imidazol-2-yl)(4-(3-(2-(4-methoxybenzyloxy)pyridin-3-yl)pyrazin-2-yloxy)phenyl)methanone). RXN SMILES: [NH:1]1[C:5]2[CH:6]=[CH:7][CH:8]=[CH:9][C:4]=2[N:3]=[C:2]1[C:10]([C:12]1[CH:17]=[CH:16][C:15]([O:18][C:19]2[C:24]([C:25]3[C:26](F)=[N:27][CH:28]=[CH:29][CH:30]=3)=[N:23][CH:22]=[CH:21][N:20]=2)=[CH:14][CH:13]=1)=[O:11].[CH3:32][O:33][C:34]1[CH:41]=[CH:40][C:37]([CH2:38][OH:39])=[CH:36][CH:35]=1.CC(C)([O-])C.[K+].CC(O)(C)C>C1(C)C=CC=CC=1.C(Cl)Cl>[NH:1]1[C:5]2[CH:6]=[CH:7][CH:8]=[CH:9][C:4]=2[N:3]=[C:2]1[C:10]([C:12]1[CH:17]=[CH:16][C:15]([O:18][C:19]2[C:24]([C:25]3[C:26]([O:39][CH2:38][C:37]4[CH:40]=[CH:41][C:34]([O:33][CH3:32])=[CH:35][CH:36]=4)=[N:27][CH:28]=[CH:29][CH:30]=3)=[N:23][CH:22]=[CH:21][N:20]=2)=[CH:14][CH:13]=1)=[O:11] |f:2.3|. Procedure details: To a mixture of (1H-benzo[d]imidazol-2-yl)(4-(3-(2-fluoropyridin-3-yl)pyrazin-2-yloxy)phenyl)methanone (200 mg, 0.486 mmol) and 4-methoxybenzyl alcohol (0.905 mL, 7.29 mmol) in toluene in a 6 mL tube was added potassium tert-butoxide, 1.0 m solution in 2-methyl-2-propanol (2.431 mL, 2.431 mmol). The reaction was heated to 80° C. After 7 min a mixture of products was observed by LC/MS. The mixture was diluted with DCM (30 mL), and washed with water (3×25 mL) and brine (30 mL). It was dried over m... Reactants: IC1=CC=C(C=C1)O (4-iodophenol), C1(=CC=CC=C1)P(C1=CC=CC=C1)C1=CC=CC=C1 (triphenylphosphine), CC(C)OC(=O)/N=N/C(=O)OC(C)C (diisopropylazodicarboxylate), COC(=O)C=1OC(=C(C1)CO)C (4-Hydroxymethyl-5-methyl-furan-2-carboxylic acid methyl ester). Solvent: O1CCCC1 (tetrahydrofuran). Product: COC(=O)C=1OC(=C(C1)COC1=CC=C(C=C1)I)C (4-(4-Iodo-phenoxymethyl)-5-methyl-furan-2-carboxylic acid methyl ester). Yield: 63.4%. RXN SMILES: [CH3:1][O:2][C:3]([C:5]1[O:6][C:7]([CH3:12])=[C:8]([CH2:10][OH:11])[CH:9]=1)=[O:4].[I:13][C:14]1[CH:19]=[CH:18][C:17](O)=[CH:16][CH:15]=1.C1(P(C2C=CC=CC=2)C2C=CC=CC=2)C=CC=CC=1.CC(OC(/N=N/C(OC(C)C)=O)=O)C>O1CCCC1>[CH3:1][O:2][C:3]([C:5]1[O:6][C:7]([CH3:12])=[C:8]([CH2:10][O:11][C:17]2[CH:18]=[CH:19][C:14]([I:13])=[CH:15][CH:16]=2)[CH:9]=1)=[O:4]. Procedure details: A solution of 4-hydroxymethyl-5-methyl-furan-2-carboxylic acid methyl ester (16) (1.14 g) in tetrahydrofuran (15 mL) was cooled to 0° C. with stirring and treated with 4-iodophenol (4.6 g), triphenylphosphine (5.5 g) and diisopropylazodicarboxylate (4.2 g). After 10 minutes the cooling bath was removed. After 3 hours the reaction mixture was concentrated in vacuo and taken up in ethyl acetate (100 mL) and washed successively with water (100 mL), 1.0 M aqueous sodium hydroxide solution (100 mL), ... Reactants: BrN1C(CCC1=O)=O (N-Bromosuccinimide), ClC=1C(=C2N=C(C(=NC2=CC1Cl)OC)OC)N1C(=NN=C1)C=1C=NC=CC1 (6,7-dichloro-2,3-dimethoxy-5-[3-(3-pyridyl)-4H-1,2,4-triazol-4-yl]quinoxaline). Run in ClC(C)(Cl)Cl (1,1,1-trichloroethane). The product is ClC=1C(=C2N=C(C(=NC2=CC1Cl)OC)OC)N1C(=NN=C1Br)C=1C=NC=CC1 (6.7-Dichloro-2,3-dimethoxy-5-[5-bromo-3-(3-pyridyl)-4H-1,2,4-triazol-4-yl]quinoxaline). Isolated yield 72.2%. As a reaction SMILES: [Br:1]N1C(=O)CCC1=O.[Cl:9][C:10]1[C:11]([N:25]2[CH:29]=[N:28][N:27]=[C:26]2[C:30]2[CH:31]=[N:32][CH:33]=[CH:34][CH:35]=2)=[C:12]2[C:17](=[CH:18][C:19]=1[Cl:20])[N:16]=[C:15]([O:21][CH3:22])[C:14]([O:23][CH3:24])=[N:13]2>ClC(Cl)(Cl)C>[Cl:9][C:10]1[C:11]([N:25]2[C:29]([Br:1])=[N:28][N:27]=[C:26]2[C:30]2[CH:31]=[N:32][CH:33]=[CH:34][CH:35]=2)=[C:12]2[C:17](=[CH:18][C:19]=1[Cl:20])[N:16]=[C:15]([O:21][CH3:22])[C:14]([O:23][CH3:24])=[N:13]2. Reported procedure: N-Bromosuccinimide (58 mg, 0.33 mmol) was added to a stirred suspension of 6,7-dichloro-2,3-dimethoxy-5-[3-(3-pyridyl)-4H-1,2,4-triazol-4-yl]quinoxaline (Preparation 98, 102 mg, 0.25 mmol) in 1,1,1-trichloroethane (6 mL) at room temperature under nitrogen and the mixture was heated under reflux for 18 hours. The mixture was concentrated under reduced pressure and the residue purified by flash chromatography on silica gel, by gradient elution using hexane:ethyl acetate (7:3 changing to 1:1, by vo... Starting materials: C(CCC)NC([C@@H](C[C@@H]([C@H](CC(CC(=O)N1CC(SC2=C1C=CC=C2)C(=O)OC)(C)C)N)O)C)=O (5(S)-Amino-4(S)-hydroxy-2(R),7,7-trimethyl-8-[2(R,S)-methoxycarbonyl-3,4-dihydro-2H-1,4-benzothiazin-4-ylcarbonyl]-octanoic acid (N-butyl)amide), CN (methylamine). Run in CN(C=O)C (dimethylformamide). Run at time 26 hour. Product: C(CCC)NC([C@@H](C[C@@H]([C@H](CC(CC(=O)N1CC(SC2=C1C=CC=C2)C(=O)NC)(C)C)N)O)C)=O (5(S)-Amino-4(S)-hydroxy-2(R),7,7-trimethyl-8-[2(R,S)-methylaminocarbonyl-3,4-dihydro-2H-1,4-benzothiazin-4-ylcarbonyl]-octanoic acid (N-butyl)amide). Reaction SMILES: [CH2:1]([NH:5][C:6](=[O:35])[C@H:7]([CH3:34])[CH2:8][C@H:9]([OH:33])[C@@H:10]([NH2:32])[CH2:11][C:12]([CH3:31])([CH3:30])[CH2:13][C:14]([N:16]1[C:21]2[CH:22]=[CH:23][CH:24]=[CH:25][C:20]=2[S:19][CH:18]([C:26]([O:28]C)=O)[CH2:17]1)=[O:15])[CH2:2][CH2:3][CH3:4].[CH3:36][NH2:37]>CN(C)C=O>[CH2:1]([NH:5][C:6](=[O:35])[C@H:7]([CH3:34])[CH2:8][C@H:9]([OH:33])[C@@H:10]([NH2:32])[CH2:11][C:12]([CH3:30])([CH3:31])[CH2:13][C:14]([N:16]1[C:21]2[CH:22]=[CH:23][CH:24]=[CH:25][C:20]=2[S:19][CH:18]([C:26]([NH:37][CH3:36])=[O:28])[CH2:17]1)=[O:15])[CH2:2][CH2:3][CH3:4]. Procedure details: 92 mg of 5(S)-Amino-4(S)-hydroxy-2(R),7,7-trimethyl-8-[2(R,S)-methoxycarbonyl-3,4-dihydro-2H-1,4-benzothiazin-4-ylcarbonyl]-octanoic acid (N-butyl)amide (Example 18)) are dissolved in 3 ml of a 5N methylamine solution in dimethylformamide and the solution is left to stand at room temperature for 26 h. After purification of the concentrated crude product by means of FC (mobile phase T) over 50 g of silica gel, the title compound is obtained as a diastereomer mixture: Rf (T)=0.26/0.31; FAB-MS: (M+... The reactants are COc1cc2c(C)nc(N(C)C)c([N+](=O)[O-])c2cc1OC, CO, [H][H]. The product is COc1cc2c(C)nc(N(C)C)c(N)c2cc1OC. Reaction SMILES: [CH3:1][O:2][c:3]1[cH:4][c:5]2[c:6]([N+:19]([O-:20])=[O:21])[c:7]([N:16]([CH3:17])[CH3:18])[n:8][c:9]([CH3:15])[c:10]2[cH:11][c:12]1[O:13][CH3:14].[CH3:24][OH:25].[H:22][H:23]>>[CH3:1][O:2][c:3]1[cH:4][c:5]2[c:6]([NH2:19])[c:7]([N:16]([CH3:17])[CH3:18])[n:8][c:9]([CH3:15])[c:10]2[cH:11][c:12]1[O:13][CH3:14]. The reactants are [Al+3], C1CCOC1, Cc1cnc(-c2cccc(C(=O)O)c2)o1, Cl, [H-], [H-], [H-], [H-], [Li+]. Product: Cc1cnc(-c2cccc(CO)c2)o1. Reaction SMILES: [Al+3:2].[CH2:23]1[O:24][CH2:25][CH2:26][CH2:27]1.[CH3:7][c:8]1[cH:9][n:10][c:11](-[c:13]2[cH:14][c:15]([C:16](=[O:17])[OH:18])[cH:19][cH:20][cH:21]2)[o:12]1.[ClH:22].[H-:1].[H-:4].[H-:5].[H-:6].[Li+:3]>>[CH3:7][c:8]1[cH:9][n:10][c:11](-[c:13]2[cH:14][c:15]([CH2:16][OH:17])[cH:19][cH:20][cH:21]2)[o:12]1. Reactants: Cc1cc(O)nc(C=Cc2cccc(F)c2)n1, O=P(Cl)(Cl)Cl. Yields the product Cc1cc(Cl)nc(C=Cc2cccc(F)c2)n1. Reaction SMILES: [CH3:1][c:2]1[cH:3][c:4]([OH:17])[n:5][c:6]([CH:8]=[CH:9][c:10]2[cH:11][c:12]([F:16])[cH:13][cH:14][cH:15]2)[n:7]1.[P:18]([Cl:19])([Cl:20])([Cl:21])=[O:22]>>[CH3:1][c:2]1[cH:3][c:4]([Cl:20])[n:5][c:6]([CH:8]=[CH:9][c:10]2[cH:11][c:12]([F:16])[cH:13][cH:14][cH:15]2)[n:7]1.